Dataset: the Open Reaction Database (ORD), a public repository of structured organic reaction records. Task: describe an organic reaction: reactants, conditions, products, and yield Reactants: C(=O)=O (dry ice), C(C)(C)(C)OC(=O)N1CCC(CC1)(C1=CC=C(C=C1)Cl)C1=CC=C(C=C1)Br (4-(4-bromo-phenyl)-4-(4-chloro-phenyl)piperidine-1-carboxylic acid tert-butyl ester), C(=O)=O (Carbon dioxide), C(CCC)[Li] (n-butyllithium). Solvent: C1CCOC1 (THF). Yields the product C(C)(C)(C)OC(=O)N1CCC(CC1)(C1=CC=C(C=C1)Cl)C1=CC=C(C=C1)C(=O)O (4-(4-carboxy-phenyl)-4-(4-chloro-phenyl)-piperidine-1-carboxylic acid tert-butyl ester). RXN SMILES: [C:1]([O:5][C:6]([N:8]1[CH2:13][CH2:12][C:11]([C:21]2[CH:26]=[CH:25][C:24](Br)=[CH:23][CH:22]=2)([C:14]2[CH:19]=[CH:18][C:17]([Cl:20])=[CH:16][CH:15]=2)[CH2:10][CH2:9]1)=[O:7])([CH3:4])([CH3:3])[CH3:2].C([Li])CCC.[C:33](=[O:35])=[O:34]>C1COCC1>[C:1]([O:5][C:6]([N:8]1[CH2:13][CH2:12][C:11]([C:21]2[CH:26]=[CH:25][C:24]([C:33]([OH:35])=[O:34])=[CH:23][CH:22]=2)([C:14]2[CH:19]=[CH:18][C:17]([Cl:20])=[CH:16][CH:15]=2)[CH2:10][CH2:9]1)=[O:7])([CH3:4])([CH3:3])[CH3:2]. Procedure: Under nitrogen, a solution of 4-(4-bromo-phenyl)-4-(4-chloro-phenyl)piperidine-1-carboxylic acid tert-butyl ester* (888 mg, 1.97 mmol) in THF (5 mL) was cooled to −78° C. A solution of n-butyllithium (1.5 mL, 1.6M in hexanes) was added dropwise and the mixture maintained at this temperature for 25 minutes. Carbon dioxide gas (generated from dry ice and dried by passage through a column of calcium chloride pellets) was bubbled through the anion solution for 80 minutes then the mixture was allowed... Starting materials: COc1ccc(N)c(OC)c1, O=C(Cl)c1ccc(Cl)nc1. The product is COc1ccc(NC(=O)c2ccc(Cl)nc2)c(OC)c1. RXN SMILES: [CH3:11][O:12][c:13]1[c:14]([NH2:15])[cH:16][cH:17][c:18]([O:20][CH3:21])[cH:19]1.[Cl:1][c:2]1[n:3][cH:4][c:5]([C:6](=[O:7])[Cl:8])[cH:9][cH:10]1>>[Cl:1][c:2]1[n:3][cH:4][c:5]([C:6](=[O:7])[NH:15][c:14]2[c:13]([O:12][CH3:11])[cH:19][c:18]([O:20][CH3:21])[cH:17][cH:16]2)[cH:9][cH:10]1. The reactants are C1(=CC=CC=C1)S(=O)(=O)C=1C(=NN2C1N=C(C=C2O)COC)SC (3-benzenesulphonyl-5-methoxymethyl-2-methylsulphanyl-pyrazolo[1,5-a]pyrimidin-7-ol), O=P(Cl)(Cl)Cl (POCl3). Run in CCN(CC)C=1C=CC=CC1 (diethylaniline). Yields the product C1(=CC=CC=C1)S(=O)(=O)C=1C(=NN2C1N=C(C=C2Cl)COC)SC (3-benzenesulphonyl-7-chloro-5-methoxymethyl-2-methylsulphanyl-pyrazolo[1,5-a]pyrimidine). The yield is 79.0%. As a reaction SMILES: [C:1]1([S:7]([C:10]2[C:11]([S:23][CH3:24])=[N:12][N:13]3[C:18](O)=[CH:17][C:16]([CH2:20][O:21][CH3:22])=[N:15][C:14]=23)(=[O:9])=[O:8])[CH:6]=[CH:5][CH:4]=[CH:3][CH:2]=1.O=P(Cl)(Cl)[Cl:27]>CCN(C1C=CC=CC=1)CC>[C:1]1([S:7]([C:10]2[C:11]([S:23][CH3:24])=[N:12][N:13]3[C:18]([Cl:27])=[CH:17][C:16]([CH2:20][O:21][CH3:22])=[N:15][C:14]=23)(=[O:9])=[O:8])[CH:6]=[CH:5][CH:4]=[CH:3][CH:2]=1. Reported procedure: A suspension of 2.5 g (6.8 mmol) of 3-benzenesulphonyl-5-methoxymethyl-2-methylsulphanyl-pyrazolo[1,5-a]pyrimidin-7-ol in 40 ml of POCl3 and 20 ml of diethylaniline was heated at reflux for 1 hr. The reaction solution was cooled to RT and evaporated. The residue was treated with 100 ml of ice-water and the pH value of the solution was adjusted to 8 with sat. NaHCO3 solution. The aqueous phase was extracted three times with 100 ml of CH2Cl2,and the organic phases were dried (MgSO4), filtered and ... The reactants are CC[S-], COc1ccc(C(=O)c2cc(C(C)(C)C)c(O)c(C(C)(C)C)c2)cc1, CN(C)C=O, Cl, [Na+], c1ccccc1. Yields the product CC(C)(C)c1cc(C(=O)c2ccc(O)cc2)cc(C(C)(C)C)c1O. Reaction SMILES: [CH2:1]([S-:2])[CH3:3].[CH3:10][O:11][c:12]1[cH:13][cH:14][c:15]([C:16](=[O:17])[c:18]2[cH:19][c:20]([C:29]([CH3:30])([CH3:31])[CH3:32])[c:21]([OH:28])[c:22]([C:24]([CH3:25])([CH3:26])[CH3:27])[cH:23]2)[cH:33][cH:34]1.[CH3:5][N:6]([CH3:7])[CH:8]=[O:9].[ClH:35].[Na+:4].[cH:36]1[cH:37][cH:38][cH:39][cH:40][cH:41]1>>[OH:11][c:12]1[cH:13][cH:14][c:15]([C:16](=[O:17])[c:18]2[cH:19][c:20]([C:29]([CH3:30])([CH3:31])[CH3:32])[c:21]([OH:28])[c:22]([C:24]([CH3:25])([CH3:26])[CH3:27])[cH:23]2)[cH:33][cH:34]1.